Dataset: the Open Reaction Database (ORD), a public repository of structured organic reaction records. Task: describe an organic reaction: reactants, conditions, products, and yield The reactants are CC(Cc1ccc(O[Si](C)(C)C(C)(C)C)cc1)NCC(O)c1ccc2c(c1)COC(C)(C)O2, O=C(n1ccnc1)n1ccnc1, C1CCOC1. Reaction SMILES: [C:13]([CH3:14])([CH3:15])([CH3:16])[Si:17]([O:18][c:19]1[cH:20][cH:21][c:22]([CH2:25][CH:26]([CH3:27])[NH:28][CH2:29][CH:30]([OH:31])[c:32]2[cH:33][c:34]3[c:35]([cH:42][cH:43]2)[O:36][C:37]([CH3:40])([CH3:41])[O:38][CH2:39]3)[cH:23][cH:24]1)([CH3:44])[CH3:45].[C:1](=[O:2])([n:3]1[cH:4][cH:5][n:6][cH:7]1)[n:8]1[cH:9][cH:10][n:11][cH:12]1.[CH2:46]1[O:47][CH2:48][CH2:49][CH2:50]1>>[C:1]1(=[O:2])[N:28]([CH:26]([CH2:25][c:22]2[cH:21][cH:20][c:19]([O:18][Si:17]([C:13]([CH3:14])([CH3:15])[CH3:16])([CH3:44])[CH3:45])[cH:24][cH:23]2)[CH3:27])[CH2:29][CH:30]([c:32]2[cH:33][c:34]3[c:35]([cH:42][cH:43]2)[O:36][C:37]([CH3:40])([CH3:41])[O:38][CH2:39]3)[O:31]1. Product: CC(Cc1ccc(O[Si](C)(C)C(C)(C)C)cc1)N1CC(c2ccc3c(c2)COC(C)(C)O3)OC1=O. Starting materials: [OH-].[K+] (KOH), C(=C)C1=NC=CC(=C1)C(=C)C (vinyl 4-(prop-1-en-2-yl)pyridine), CN1CC2=C(NC=3C=CC(=CC23)C)CC1 (2,8-Dimethyl-2,3,4,5-tetrahydro-1H-pyrido[4,3-b]indole). Solvent: O (water), CN1CCCC1=O (NMP). Reaction conditions: time 14 hour. Product: CN1CC2=C(N(C=3C=CC(=CC23)C)CC(C)C2=CC=NC=C2)CC1 (2,8-dimethyl-5-(2-(pyridin-4-yl)propyl)-2,3,4,5-tetrahydro-1H-pyrido[4,3-b]indole). RXN SMILES: [CH3:1][N:2]1[CH2:15][CH2:14][C:5]2[NH:6][C:7]3[CH:8]=[CH:9][C:10]([CH3:13])=[CH:11][C:12]=3[C:4]=2[CH2:3]1.[OH-].[K+].C([C:20]1[CH:25]=[C:24]([C:26]([CH3:28])=[CH2:27])[CH:23]=[CH:22][N:21]=1)=C>CN1C(=O)CCC1.O>[CH3:1][N:2]1[CH2:15][CH2:14][C:5]2[N:6]([CH2:27][CH:26]([C:24]3[CH:23]=[CH:22][N:21]=[CH:20][CH:25]=3)[CH3:28])[C:7]3[CH:8]=[CH:9][C:10]([CH3:13])=[CH:11][C:12]=3[C:4]=2[CH2:3]1 |f:1.2|. Reported procedure: 2,8-Dimethyl-2,3,4,5-tetrahydro-1H-pyrido[4,3-b]indole (100 mg, 0.5 mmol) was dissolved in NMP (3 mL) and KOH (280 mg, 5 mmol) was added with vinyl 4-(prop-1-en-2-yl)pyridine (178 mg, 1.5 mmol). The reaction was stirred at RT for 14 h. After completion, the mixture was diluted with water and extracted with EtOAc. The organic layer was washed with water, concentrated and the residue purified by HPLC. 1HNMR (CD3OD, Oxalate salt) d (ppm): 8.4 (d, 2H), 7.25-7.15 (m, 4H), 7.05 (d, 1H), 4.4-4.2 (m, 3H... Reactants: COc1ccc(C2(C#N)CC2)cc1, COC(Cl)Cl, ClCCl. Product: COc1ccc(C2(C#N)CC2)cc1C=O. Reaction SMILES: [C:1](#[N:2])[C:3]1([c:6]2[cH:7][cH:8][c:9]([O:12][CH3:13])[cH:10][cH:11]2)[CH2:4][CH2:5]1.[CH3:14][O:15][CH:16]([Cl:17])[Cl:18].[Cl:19][CH2:20][Cl:21]>>[C:1](#[N:2])[C:3]1([c:6]2[cH:7][c:8]([CH:14]=[O:15])[c:9]([O:12][CH3:13])[cH:10][cH:11]2)[CH2:4][CH2:5]1. Reactants: [Br-], C1CCOC1, C[Mg+], CON(C)C(=O)c1ccc2ncccc2c1, [Cl-], [NH4+]. Product: CC(=O)c1ccc2ncccc2c1. Reaction SMILES: [Br-:17].[CH2:22]1[O:23][CH2:24][CH2:25][CH2:26]1.[CH3:18][Mg+:19].[CH3:1][O:2][N:3]([C:4](=[O:5])[c:6]1[cH:7][c:8]2[cH:9][cH:10][cH:11][n:12][c:13]2[cH:14][cH:15]1)[CH3:16].[Cl-:20].[NH4+:21]>>[C:4](=[O:5])([c:6]1[cH:7][c:8]2[cH:9][cH:10][cH:11][n:12][c:13]2[cH:14][cH:15]1)[CH3:18]. The reactants are NCCCN1CCN(CC1)C1=C(C=CC=C1)C(=O)OC (1-(3-amino-propyl)-4-(2-carbomethoxyphenyl)-piperazine), [N+](=O)([O-])C1=CC=C(C=C1)OC(=O)N1C(OCC1C1=CC(=CC(=C1)F)F)=O (4-(3,5-difluorophenyl)-2-oxo-oxazolidine-3-carboxylic acid-4-nitro-phenyl ester). Solvent: C1CCOC1 (THF). Reaction conditions: time 2 hour. Product: COC(C1=C(C=CC=C1)N1CCN(CC1)CCCNC(=O)N1C(OCC1C1=CC(=CC(=C1)F)F)=O)=O (2-[4-(3-{[4-(3,5-difluoro-phenyl)-2-oxo-oxazolidine-3-carbonyl]-amino)-propyl)-piperazin-1-yl]-benzoic acid methyl ester). Yield: 75.2%. As a reaction SMILES: [NH2:1][CH2:2][CH2:3][CH2:4][N:5]1[CH2:10][CH2:9][N:8]([C:11]2[CH:16]=[CH:15][CH:14]=[CH:13][C:12]=2[C:17]([O:19][CH3:20])=[O:18])[CH2:7][CH2:6]1.[N+](C1C=CC([O:30][C:31]([N:33]2[CH:37]([C:38]3[CH:43]=[C:42]([F:44])[CH:41]=[C:40]([F:45])[CH:39]=3)[CH2:36][O:35][C:34]2=[O:46])=O)=CC=1)([O-])=O>C1COCC1>[CH3:20][O:19][C:17](=[O:18])[C:12]1[CH:13]=[CH:14][CH:15]=[CH:16][C:11]=1[N:8]1[CH2:9][CH2:10][N:5]([CH2:4][CH2:3][CH2:2][NH:1][C:31]([N:33]2[CH:37]([C:38]3[CH:39]=[C:40]([F:45])[CH:41]=[C:42]([F:44])[CH:43]=3)[CH2:36][O:35][C:34]2=[O:46])=[O:30])[CH2:6][CH2:7]1. Procedure details: To a solution of 1-(3-amino-propyl)-4-(2-carbomethoxyphenyl)-piperazine (25 mg, 0.090 mmol) in 10 mL of THF, 4-(3,5-difluorophenyl)-2-oxo-oxazolidine-3-carboxylic acid-4-nitro-phenyl ester(30 mg, 0.082 mmol) was added and the resulting yellow solution was stirred under argon atmosphere for 2 h at room temperature. The solvent was removed in vacuo and the residue was purified by column chromatography over silica gel with 1:1 hexane/EtOAc followed by 1:9 MeOH/EtOAc (Rf=0.75, MeOH/EtOAc=1:3 ) to ob... Reactants: NOCc1ccccc1, Cl, c1ccncc1, O=C1CCCC1c1cccnc1. Yields the product c1ccc(CON=C2CCCC2c2cccnc2)cc1. Reaction SMILES: [CH2:14]([c:15]1[cH:16][cH:17][cH:18][cH:19][cH:20]1)[O:21][NH2:22].[ClH:13].[cH:23]1[cH:24][cH:25][n:26][cH:27][cH:28]1.[n:1]1[cH:2][c:3]([CH:7]2[C:8](=[O:12])[CH2:9][CH2:10][CH2:11]2)[cH:4][cH:5][cH:6]1>>[n:1]1[cH:2][c:3]([CH:7]2[C:8](=[N:22][O:21][CH2:14][c:15]3[cH:16][cH:17][cH:18][cH:19][cH:20]3)[CH2:9][CH2:10][CH2:11]2)[cH:4][cH:5][cH:6]1.